This data is from the Open Reaction Database (ORD), a public repository of structured organic reaction records. The task is: describe an organic reaction: reactants, conditions, products, and yield The reactants are CCO (EtOH), C(C)(=O)C1=CC(=C(C=C1)NC(=O)C=1N(C=C(N1)C#N)COCC[Si](C)(C)C)C1=CCC(CC1)(C)C (4-cyano-1-(2-trimethylsilanyl-ethoxymethyl)-1H-imidazole-2-carboxylic acid [4-acetyl-2-(4,4-dimethyl-cyclohex-1-enyl)-phenyl]-amide), C(=O)(C(F)(F)F)O (TFA). Run in CO (MeOH), C(Cl)Cl (DCM). Conditions: time 45 minute. The product is C(C)(=O)C1=CC(=C(C=C1)NC(=O)C=1NC=C(N1)C#N)C1=CCC(CC1)(C)C (4-Cyano-1H-imidazole-2-carboxylic acid [4-acetyl-2-(4,4-dimethyl-cyclohex-1-enyl)-phenyl]-amide). Isolated yield 100.0%. Reaction SMILES: [C:1]([C:4]1[CH:9]=[CH:8][C:7]([NH:10][C:11]([C:13]2[N:14](COCC[Si](C)(C)C)[CH:15]=[C:16]([C:18]#[N:19])[N:17]=2)=[O:12])=[C:6]([C:28]2[CH2:33][CH2:32][C:31]([CH3:35])([CH3:34])[CH2:30][CH:29]=2)[CH:5]=1)(=[O:3])[CH3:2].CCO.C(O)(C(F)(F)F)=O>C(Cl)Cl.CO>[C:1]([C:4]1[CH:9]=[CH:8][C:7]([NH:10][C:11]([C:13]2[NH:14][CH:15]=[C:16]([C:18]#[N:19])[N:17]=2)=[O:12])=[C:6]([C:28]2[CH2:33][CH2:32][C:31]([CH3:35])([CH3:34])[CH2:30][CH:29]=2)[CH:5]=1)(=[O:3])[CH3:2]. Reported procedure: A solution of 4-cyano-1-(2-trimethylsilanyl-ethoxymethyl)-1H-imidazole-2-carboxylic acid [4-acetyl-2-(4,4-dimethyl-cyclohex-1-enyl)-phenyl]-amide (8.2 g, 0.016 mol, as prepared in the previous step) in 50 mL of DCM was treated with 6 mL of EtOH followed by 42 mL of TFA. The reaction was stirred for 1 h 45 min, at which time it was diluted with MeOH (100 mL), concentrated to half of the volume and diluted with diethyl ether (80 mL). The result was concentrated in vacuo and dried under vacuum over...